This data is from the Open Reaction Database (ORD), a public repository of structured organic reaction records. The task is: describe an organic reaction: reactants, conditions, products, and yield Starting materials: C(C1=CC=CC=C1)N1CCC(CC1)(C)NC(=O)C=1C2=C(N=C(C1)C1=CC=C(C=C1)O)N(N=C2C)C2OCCCC2 (6-(4-hydroxy-phenyl)-3-methyl-1-(tetrahydro-pyran-2-yl)-1H-pyrazolo[3,4-b]pyridine-4-carboxylic acid (1-benzyl-4-methyl-piperidin-4-yl)-amide). Reagents/catalysts: [Pd] (palladium). The solvent is CO (methanol). Reaction conditions: time 8 hour. The product is CC1(CCNCC1)NC(=O)C=1C2=C(N=C(C1)C1=CC=C(C=C1)O)N(N=C2C)C2OCCCC2 (6-(4-Hydroxy-phenyl)-3-methyl-1-(tetrahydro-pyran-2-yl)-1H-pyrazolo[3,4-b]pyridine-4-carboxylic acid (4-methyl-piperidin-4-yl)-amide). Isolated yield 66.2%. Reaction SMILES: C([N:8]1[CH2:13][CH2:12][C:11]([NH:15][C:16]([C:18]2[C:19]3[C:33]([CH3:34])=[N:32][N:31]([CH:35]4[CH2:40][CH2:39][CH2:38][CH2:37][O:36]4)[C:20]=3[N:21]=[C:22]([C:24]3[CH:29]=[CH:28][C:27]([OH:30])=[CH:26][CH:25]=3)[CH:23]=2)=[O:17])([CH3:14])[CH2:10][CH2:9]1)C1C=CC=CC=1>CO.[Pd]>[CH3:14][C:11]1([NH:15][C:16]([C:18]2[C:19]3[C:33]([CH3:34])=[N:32][N:31]([CH:35]4[CH2:40][CH2:39][CH2:38][CH2:37][O:36]4)[C:20]=3[N:21]=[C:22]([C:24]3[CH:25]=[CH:26][C:27]([OH:30])=[CH:28][CH:29]=3)[CH:23]=2)=[O:17])[CH2:12][CH2:13][NH:8][CH2:9][CH2:10]1. Procedure: To a solution of 6-(4-hydroxy-phenyl)-3-methyl-1-(tetrahydro-pyran-2-yl)-1H-pyrazolo[3,4-b]pyridine-4-carboxylic acid (1-benzyl-4-methyl-piperidin-4-yl)-amide (136 mg) in methanol (2 mL) was added palladium (10% on charcoal, 27 mg). Argon was purged through the mixture, then the mixture was saturated with hydrogen and stirred at r.t. overnight. The catalyst was filtered off, the residue was concentrated in vacuo, the residue was re-dissolved in fresh methanol (2 mL) and fresh palladium (10% on c... Reactants: C([O-])([O-])=O.[K+].[K+] (potassium carbonate), IC=1C=CC2=C(CCCO2)C1 (3,4-dihydro-6-iodo-2H-1-benzopyran), ClC1=C(C=C(C=C1)C1=NNC=C1)CNC=O (N-[[2-chloro-5-(1H-pyrazol-3-yl)phenyl]methyl]formamide), ClC1=C(C=C(C=C1)C1=NNC=C1)CNC=O (N-[[2-chloro-5-(1H-pyrazol-3-yl)phenyl]methyl]formamide), CN[C@H]1[C@@H](CCCC1)NC (trans-N,N′-dimethylcyclohexane-1,2-diamine). Reagents/catalysts: [Cu]I (copper(I) iodide). The solvent is O1CCOCC1 (dioxane). Conditions: temperature 110 celsius. Yields the product ClC1=C(C=C(C=C1)C1=NN(C=C1)C=1C=CC2=C(CCCO2)C1)CNC=O (N-[[2-chloro-5-[1-(3,4-dihydro-2H-1-benzopyran-6-yl)-1H-pyrazol-3-yl]phenyl]methyl]formamide). RXN SMILES: [Cl:1][C:2]1[CH:7]=[CH:6][C:5]([C:8]2[CH:12]=[CH:11][NH:10][N:9]=2)=[CH:4][C:3]=1[CH2:13][NH:14][CH:15]=[O:16].CN[C@@H]1CCCC[C@H]1NC.C(=O)([O-])[O-].[K+].[K+].I[C:34]1[CH:35]=[CH:36][C:37]2[O:42][CH2:41][CH2:40][CH2:39][C:38]=2[CH:43]=1>O1CCOCC1.[Cu]I>[Cl:1][C:2]1[CH:7]=[CH:6][C:5]([C:8]2[CH:12]=[CH:11][N:10]([C:34]3[CH:35]=[CH:36][C:37]4[O:42][CH2:41][CH2:40][CH2:39][C:38]=4[CH:43]=3)[N:9]=2)=[CH:4][C:3]=1[CH2:13][NH:14][CH:15]=[O:16] |f:2.3.4|. Reported procedure: To a solution of N-[[2-chloro-5-(1H-pyrazol-3-yl)phenyl]methyl]formamide (i.e. the product of Step D) (0.25 g, 1.1 mmol) in dioxane (2.5 mL) was added trans-N,N′-dimethylcyclohexane-1,2-diamine (0.06 mL, 0.43 mmol) followed copper(I) iodide (0.08 g, 0.43 mmol), potassium carbonate (0.87 g, 6.4 mmol) and 3,4-dihydro-6-iodo-2H-1-benzopyran (0.45 g, 1.7 mmol; prepared according to the procedure of Muraki et al., Tetrahedron Lett. 1996, 37, 2441). The reaction mixture was heated at 110° C. for 20 h ... Starting materials: BrC=1C=C2C(=CN(C2=C(C1)C(=O)O)C)C(C)C (5-bromo-1-methyl-3-(1-methylethyl)-1H-indole-7-carboxylic acid), Cl.NCC=1C(NC(=CC1CC1=CC=CC=C1)C)=O (3-(aminomethyl)-4-benzyl-6-methylpyridin-2(1H)-one hydrochloride), ON1N=NC2=C1N=CC=C2 (1-hydroxy-7-azabenzotriazole), C(CCl)Cl (EDC), CN1CCOCC1 (N-methylmorpholine), resultant mixture. Run in CS(=O)C (Dimethyl sulfoxide), O (water). Reaction conditions: time 10 minute. Yields the product C(C1=CC=CC=C1)C1=C(C(NC(=C1)C)=O)CNC(=O)C=1C=C(C=C2C(=CN(C12)C)C(C)C)Br (N-((4-benzyl-6-methyl-2-oxo-1,2-dihydropyridin-3-yl)methyl)-5-bromo-3-isopropyl-1-methyl-1H-indole-7-carboxamide). The yield is 88.9%. RXN SMILES: [Br:1][C:2]1[CH:3]=[C:4]2[C:8](=[C:9]([C:11]([OH:13])=O)[CH:10]=1)[N:7]([CH3:14])[CH:6]=[C:5]2[CH:15]([CH3:17])[CH3:16].Cl.[NH2:19][CH2:20][C:21]1[C:22](=[O:35])[NH:23][C:24]([CH3:34])=[CH:25][C:26]=1[CH2:27][C:28]1[CH:33]=[CH:32][CH:31]=[CH:30][CH:29]=1.ON1C2N=CC=CC=2N=N1.C(Cl)CCl.CN1CCOCC1>O.CS(C)=O>[CH2:27]([C:26]1[CH:25]=[C:24]([CH3:34])[NH:23][C:22](=[O:35])[C:21]=1[CH2:20][NH:19][C:11]([C:9]1[CH:10]=[C:2]([Br:1])[CH:3]=[C:4]2[C:8]=1[N:7]([CH3:14])[CH:6]=[C:5]2[CH:15]([CH3:17])[CH3:16])=[O:13])[C:28]1[CH:29]=[CH:30][CH:31]=[CH:32][CH:33]=1 |f:1.2|. Procedure details: A 20 mL, oven dried vial was charged with 5-bromo-1-methyl-3-(1-methylethyl)-1H-indole-7-carboxylic acid (0.075 g, 0.253 mmol), 3-(aminomethyl)-4-benzyl-6-methylpyridin-2(1H)-one hydrochloride (0.080 g, 0.304 mmol), 1-hydroxy-7-azabenzotriazole (0.041 g, 0.304 mmol) and EDC (0.058 g, 0.304 mmol). Dimethyl sulfoxide (DMSO) (2 mL) was added via syringe, followed by N-methylmorpholine (0.111 mL, 1.013 mmol). The mixture was capped and stirred at RT over weekend. The reaction was poured into 60 mL w...